This data is from the Open Reaction Database (ORD), a public repository of structured organic reaction records. The task is: describe an organic reaction: reactants, conditions, products, and yield The yield is 91.4%. Procedure: A mixture of 4-(6-chloro-2-hydroxy-4-oxo-2′,3′,5′,6′-tetrahydro-4H-spiro[naphthalene-1,4′-pyran]-3-yl)-4-oxobutanal (0.2 g, 0.6 mmol) in 3 mL DMF was stirred at room temperature and treated with oxone (0.3 mL, 0.6 mmol). The mixture was stirred at room temperature for 2 hours. The mixture was quenched with 10 mL H2O and adjusted to pH=5 with concentrated HCl. The solid was collected by filtration and washed with 10 mL H2O. The crude product was dissolved in 50 mL EtOAc and washed with 20 mL H2O ... The product is ClC=1C=C2C(C(=C(C3(CCOCC3)C2=CC1)O)C(CCC(=O)O)=O)=O (4-(6-chloro-2-hydroxy-4-oxo-2′,3′,5′,6′-tetrahydro-4H-spiro[naphthalene-1,4′-pyran]-3-yl)-4-oxobutanoic acid). Run in CN(C)C=O (DMF). The reactants are ClC=1C=C2C(C(=C(C3(CCOCC3)C2=CC1)O)C(CCC=O)=O)=O (4-(6-chloro-2-hydroxy-4-oxo-2′,3′,5′,6′-tetrahydro-4H-spiro[naphthalene-1,4′-pyran]-3-yl)-4-oxobutanal), OOS(=O)[O-].[K+] (oxone). As a reaction SMILES: [Cl:1][C:2]1[CH:3]=[C:4]2[C:14](=[CH:15][CH:16]=1)[C:8]1([CH2:13][CH2:12][O:11][CH2:10][CH2:9]1)[C:7]([OH:17])=[C:6]([C:18](=[O:23])[CH2:19][CH2:20][CH:21]=[O:22])[C:5]2=[O:24].[OH:25]OS([O-])=O.[K+]>CN(C=O)C>[Cl:1][C:2]1[CH:3]=[C:4]2[C:14](=[CH:15][CH:16]=1)[C:8]1([CH2:13][CH2:12][O:11][CH2:10][CH2:9]1)[C:7]([OH:17])=[C:6]([C:18](=[O:23])[CH2:19][CH2:20][C:21]([OH:25])=[O:22])[C:5]2=[O:24] |f:1.2|. Solvent: ClCCl (dichloromethane). Conditions: temperature 25 celsius, time 1 hour. Procedure details: As in Example 111, (S)-2,2-diphenylcyclopropanepropanoic acid (6.38 g) and 4-nitrophenol (4 g) in dichloromethane (100 mL) was treated with 1,3-dicyclohexylcarbodiimide (4.95 g) and the mixture was stirred at 25° C. for 1 hour. The crude ester, isolated in the usual way, was crystallized from 2-propanol to give 4.8 g of (S)-2,2-diphenylcyclopropanepropanoic acid 4-nitrophenyl ester. The analytical sample was obtained from the same solvent, mp 76°-77° C.; [α]D25 -93.53° (c, 1.0, MeOH). The yield is 51.7%. RXN SMILES: [C:1]1([C:7]2([C:15]3[CH:20]=[CH:19][CH:18]=[CH:17][CH:16]=3)[CH2:9][C@@H:8]2[CH2:10][CH2:11][C:12]([OH:14])=[O:13])[CH:6]=[CH:5][CH:4]=[CH:3][CH:2]=1.[N+:21]([C:24]1[CH:29]=[CH:28][C:27](O)=[CH:26][CH:25]=1)([O-:23])=[O:22].C1(N=C=NC2CCCCC2)CCCCC1>ClCCl>[N+:21]([C:24]1[CH:29]=[CH:28][C:27]([O:13][C:12](=[O:14])[CH2:11][CH2:10][C@H:8]2[CH2:9][C:7]2([C:15]2[CH:20]=[CH:19][CH:18]=[CH:17][CH:16]=2)[C:1]2[CH:2]=[CH:3][CH:4]=[CH:5][CH:6]=2)=[CH:26][CH:25]=1)([O-:23])=[O:22]. The product is [N+](=O)([O-])C1=CC=C(C=C1)OC(CC[C@@H]1C(C1)(C1=CC=CC=C1)C1=CC=CC=C1)=O ((S)-2,2-diphenylcyclopropanepropanoic acid 4-nitrophenyl ester). Reactants: C1(=CC=CC=C1)C1([C@H](C1)CCC(=O)O)C1=CC=CC=C1 ((S)-2,2-diphenylcyclopropanepropanoic acid), [N+](=O)([O-])C1=CC=C(C=C1)O (4-nitrophenol), C1(CCCCC1)N=C=NC1CCCCC1 (1,3-dicyclohexylcarbodiimide). The reactants are ClC1=CC=C(C=C1)C(N1CCN(CC1)CCOCC(=O)OC)C1=CC=CC=C1 (methyl 2-[2-[4-[(4-chlorophenyl)phenylmethyl]-1-piperazinyl]ethoxy]-acetate), ethanolic solution, [OH-].[K+] (potassium hydroxide). Run in C(C)O (ethanol). Product: ClC1=CC=C(C=C1)C(N1CCN(CC1)CCOCC(=O)[O-])C1=CC=CC=C1.[K+] (potassium 2-[2-[4-[(4-chlorophenyl)phenylmethyl]-1-piperazinyl]ethoxy]-acetate). The yield is 56.0%. RXN SMILES: [Cl:1][C:2]1[CH:7]=[CH:6][C:5]([CH:8]([C:23]2[CH:28]=[CH:27][CH:26]=[CH:25][CH:24]=2)[N:9]2[CH2:14][CH2:13][N:12]([CH2:15][CH2:16][O:17][CH2:18][C:19]([O:21]C)=[O:20])[CH2:11][CH2:10]2)=[CH:4][CH:3]=1.[OH-].[K+:30]>C(O)C>[Cl:1][C:2]1[CH:7]=[CH:6][C:5]([CH:8]([C:23]2[CH:24]=[CH:25][CH:26]=[CH:27][CH:28]=2)[N:9]2[CH2:10][CH2:11][N:12]([CH2:15][CH2:16][O:17][CH2:18][C:19]([O-:21])=[O:20])[CH2:13][CH2:14]2)=[CH:4][CH:3]=1.[K+:30] |f:1.2,4.5|. Reported procedure: 16.8 g (0.0417 mole) of methyl 2-[2-[4-[(4-chlorophenyl)phenylmethyl]-1-piperazinyl]ethoxy]-acetate (prepared in the manner described above in Example 1.3) are dissolved in 65 ml of absolute ethanol. 42 ml of a 1 N ethanolic solution of potassium hydroxide are then added thereto and the reaction mixture is heated under reflux for 4 hours. It is then cooled and the precipitate removed by filitration, after washing with diethyl ether. The filtrate is evaporated to dryness and the evaporation resid... Reactants: OCCBr, [I-], [Na+], [Na+], [OH-], O, CC(C)(O)CCc1ccc(O)cc1. Product: CC(C)(O)CCc1ccc(OCCO)cc1. As a reaction SMILES: [Br:16][CH2:17][CH2:18][OH:19].[I-:21].[Na+:15].[Na+:20].[OH-:14].[OH2:22].[OH:1][c:2]1[cH:3][cH:4][c:5]([CH2:8][CH2:9][C:10]([OH:11])([CH3:12])[CH3:13])[cH:6][cH:7]1>>[O:1]([c:2]1[cH:3][cH:4][c:5]([CH2:8][CH2:9][C:10]([OH:11])([CH3:12])[CH3:13])[cH:6][cH:7]1)[CH2:17][CH2:18][OH:19]. The reactants are CCC(CC)=NO, CCOCC, C(=NC1CCCCC1)=NC1CCCCC1, Cn1c(C(F)(F)F)cc(=O)n(-c2cc(C(=O)O)c(Cl)cc2F)c1=O, c1cc(N2CCCC2)ccn1. Yields the product CCC(CC)=NOC(=O)c1cc(-n2c(=O)cc(C(F)(F)F)n(C)c2=O)c(F)cc1Cl. RXN SMILES: [CH3:1][CH2:2][C:3]([CH2:4][CH3:5])=[N:6][OH:7].[CH3:58][CH2:59][O:60][CH2:61][CH3:62].[CH:32]1([N:33]=[C:34]=[N:35][CH:36]2[CH2:37][CH2:38][CH2:39][CH2:40][CH2:41]2)[CH2:42][CH2:43][CH2:44][CH2:45][CH2:46]1.[Cl:8][c:9]1[c:10]([C:11](=[O:12])[OH:13])[cH:14][c:15](-[n:19]2[c:20](=[O:31])[n:21]([CH3:30])[c:22]([C:26]([F:27])([F:28])[F:29])[cH:23][c:24]2=[O:25])[c:16]([F:18])[cH:17]1.[N:47]1([c:48]2[cH:49][cH:50][n:51][cH:52][cH:53]2)[CH2:54][CH2:55][CH2:56][CH2:57]1>>[CH3:1][CH2:2][C:3]([CH2:4][CH3:5])=[N:6][O:7][C:11]([c:10]1[c:9]([Cl:8])[cH:17][c:16]([F:18])[c:15](-[n:19]2[c:20](=[O:31])[n:21]([CH3:30])[c:22]([C:26]([F:27])([F:28])[F:29])[cH:23][c:24]2=[O:25])[cH:14]1)=[O:12]. The reactants are COC(C(C(=O)OC)C1=C(C=CC(=C1)NC1=CC(=CC=C1)[N+](=O)[O-])[N+](=O)[O-])=O (2-[2-nitro-5-(3-nitro-phenylamino)-phenyl]-malonic acid dimethyl ester). Solvent: Cl (hydrochloric acid). Yields the product [N+](=O)([O-])C1=C(C=C(C=C1)NC1=CC(=CC=C1)[N+](=O)[O-])CC(=O)O ([2-nitro-5-(3-nitro-phenylamino)-phenyl]-acetic acid). RXN SMILES: C[O:2][C:3](=[O:28])[CH:4]([C:9]1[CH:14]=[C:13]([NH:15][C:16]2[CH:21]=[CH:20][CH:19]=[C:18]([N+:22]([O-:24])=[O:23])[CH:17]=2)[CH:12]=[CH:11][C:10]=1[N+:25]([O-:27])=[O:26])C(OC)=O>Cl>[N+:25]([C:10]1[CH:11]=[CH:12][C:13]([NH:15][C:16]2[CH:21]=[CH:20][CH:19]=[C:18]([N+:22]([O-:24])=[O:23])[CH:17]=2)=[CH:14][C:9]=1[CH2:4][C:3]([OH:28])=[O:2])([O-:27])=[O:26]. Procedure: A solution of 2-[2-nitro-5-(3-nitro-phenylamino)-phenyl]-malonic acid dimethyl ester (0.68 g, 1.7 mmol) in 6 N hydrochloric acid (20 ml) is heated at 110° C. for 10 hours. It is then cooled to room temperature and the mixture is extracted with ethyl acetate (100 ml×3). The organic layers are combined, dried, concentrated to give crude [2-nitro-5-(3-nitro-phenylamino)-phenyl]-acetic acid: LC-MS: 318.0 (MH+).